Dataset: the Open Reaction Database (ORD), a public repository of structured organic reaction records. Task: describe an organic reaction: reactants, conditions, products, and yield Starting materials: C1=C(C=CC=2OC3=C(C21)CCCCC3)N (7,8,9,10-tetrahydro-6H-benzo[b]-cyclohepta[d]furan-2-ylamine), C(C)(C)(C)CC(=O)Cl (t-butylacetyl chloride). Run in N1=CC=CC=C1 (pyridine). The product is CC(CC(=O)NC1=CC2=C(OC3=C2CCCCC3)C=C1)(C)C (3,3-dimethyl-N-[7,8,9,10-tetrahydro-6H-benzo[b]-cyclohepta[d]furan-2-yl]butyramide). Yield: 61.5%. Reaction SMILES: [CH:1]1[C:9]2[C:8]3[CH2:10][CH2:11][CH2:12][CH2:13][CH2:14][C:7]=3[O:6][C:5]=2[CH:4]=[CH:3][C:2]=1[NH2:15].[C:16]([CH2:20][C:21](Cl)=[O:22])([CH3:19])([CH3:18])[CH3:17]>N1C=CC=CC=1>[CH3:17][C:16]([CH3:19])([CH3:18])[CH2:20][C:21]([NH:15][C:2]1[CH:3]=[CH:4][C:5]2[O:6][C:7]3[CH2:14][CH2:13][CH2:12][CH2:11][CH2:10][C:8]=3[C:9]=2[CH:1]=1)=[O:22]. Procedure details: Following the procedure of Example 1, 7,8,9,10-tetrahydro-6H-benzo[b]-cyclohepta[d]furan-2-ylamine (1.0 g, 5.0 mmol) and t-butylacetyl chloride (0.74 mL, 5.5 mmol) in pyridine (10 mL) provided 3,3-dimethyl-N-[7,8,9,10-tetrahydro-6H-benzo[b]-cyclohepta[d]furan-2-yl]butyramide (0.92 g). Mp 182-183° C.; Anal. Calcd. for C19H25NO2: C, 76.22; H, 8.42; N, 4.68; Found: C, 76.13; H, 8.28; N, 4.71.